Task: describe an organic reaction: reactants, conditions, products, and yield. Dataset: the Open Reaction Database (ORD), a public repository of structured organic reaction records Starting materials: O=C1NCCc2c(Br)[nH]c3cccc1c23, OCCc1cccc(Br)c1, CC(=O)[O-], [K+], [Na+], [Na+], O=C([O-])[O-]. Product: O=C1NCCc2c(-c3cccc(CCO)c3)[nH]c3cccc1c23. RXN SMILES: [Br:16][c:17]1[nH:18][c:19]2[cH:20][cH:21][cH:22][c:23]3[c:24]2[c:25]1[CH2:26][CH2:27][NH:28][C:29]3=[O:30].[Br:1][c:2]1[cH:3][c:4]([CH2:5][CH2:6][OH:7])[cH:8][cH:9][cH:10]1.[CH3:12][C:13](=[O:14])[O-:15].[K+:11].[Na+:31].[Na+:32].[O-:33][C:34](=[O:35])[O-:36]>>[c:2]1(-[c:17]2[nH:18][c:19]3[cH:20][cH:21][cH:22][c:23]4[c:24]3[c:25]2[CH2:26][CH2:27][NH:28][C:29]4=[O:30])[cH:3][c:4]([CH2:5][CH2:6][OH:7])[cH:8][cH:9][cH:10]1.